Dataset: the Open Reaction Database (ORD), a public repository of structured organic reaction records. Task: describe an organic reaction: reactants, conditions, products, and yield Starting materials: CO, COC(=O)Cc1ccc(O)cc1, NN. Product: NNC(=O)Cc1ccc(O)cc1. Reaction SMILES: [CH3:15][OH:16].[CH3:1][O:2][C:3]([CH2:4][c:5]1[cH:6][cH:7][c:8]([OH:11])[cH:9][cH:10]1)=[O:12].[NH2:13][NH2:14]>>[O:2]=[C:3]([CH2:4][c:5]1[cH:6][cH:7][c:8]([OH:11])[cH:9][cH:10]1)[NH:13][NH2:14]. The reactants are ClC=1N(C2=CC=CC=C2C1Cl)C=1C(N(N=C(C1OC)C(C)O)C)=O (4-(2,3-dichloroindol-1-yl)-6-(1-hydroxyethyl)-5-methoxy-2-methyl-pyridazin-3-one), [H-].[Na+] (sodium hydride), CN(C)C=O (DMF), CI (MeI). Run at time 5 minute. The product is CCOC(=O)C.CCCC(C)C (EtOAc isohexane), ClC=1N(C2=CC=CC=C2C1Cl)C=1C(N(N=C(C1OC)C(C)OC)C)=O (4-(2,3-dichloroindol-1-yl)-5-methoxy-6-(1-methoxyethyl)-2-methyl-pyridazin-3-one). The yield is 63.0%. As a reaction SMILES: [Cl:1][C:2]1[N:3]([C:12]2[C:13](=[O:24])[N:14]([CH3:23])[N:15]=[C:16]([CH:20]([OH:22])[CH3:21])[C:17]=2[O:18][CH3:19])[C:4]2[C:9]([C:10]=1[Cl:11])=[CH:8][CH:7]=[CH:6][CH:5]=2.[H-].[Na+].[CH3:27]I.[CH3:29]N([CH:32]=[O:33])C>>[CH3:12][CH2:17][O:18][C:32]([CH3:27])=[O:33].[CH3:6][CH2:5][CH2:4][CH:9]([CH3:10])[CH3:8].[Cl:1][C:2]1[N:3]([C:12]2[C:13](=[O:24])[N:14]([CH3:23])[N:15]=[C:16]([CH:20]([O:22][CH3:29])[CH3:21])[C:17]=2[O:18][CH3:19])[C:4]2[C:9]([C:10]=1[Cl:11])=[CH:8][CH:7]=[CH:6][CH:5]=2 |f:1.2,5.6|. Reported procedure: To a stirred solution of 4-(2,3-dichloroindol-1-yl)-6-(1-hydroxyethyl)-5-methoxy-2-methyl-pyridazin-3-one (98 mg, 0.27 mmol) in DMF (1 mL) at 0° C. is added sodium hydride (60% dispersion in mineral oil, 32 mg, 0.80 mmol). After stirring for 5 min, MeI (50 μL, 0.80 mmol) is added. After 30 min, the reaction is cautiously quenched with ammonium chloride solution (10 mL) and allowed to stand overnight. The following day, the reaction mixture is extracted with DCM (10 mL×3), then dried (MgSO4) and ... The reactants are C1(NC(C2=C1C1=C(CC=3NC4=CC=CC=C4C32)NC=3C=CC=CC31)=O)=O (1,2,3,8,9,10-hexahydroindolo[3′,2′:5,6]pyrrolo-[3′,4′:3,4]cyclohepta[b]indole-1,3-dione). The reagents and catalysts are Cl[Hg]Cl (HgCl2), [Zn] (Zn). Run in O (H2O), Cl (HCl), O (H2O), Cl (HCl), CCO (EtOH), C1(=CC=CC=C1)C (toluene), Cl (HCl). Run at time 10 minute. The product is C1(NC(C2C1C1=C(CC=3NC4=CC=CC=C4C32)NC=3C=CC=CC31)=O)=O (1,2,3,3a,8,9,10,14c-Octahydroindolo[3′,2′:5,6]pyrrolo-[3′,4′:3,4]cyclohepta[b]indole-1,3-dione). RXN SMILES: [C:1]1(=[O:26])[C:5]2[C:6]3[C:24]4[CH:23]=[CH:22][CH:21]=[CH:20][C:19]=4[NH:18][C:7]=3[CH2:8][C:9]3[NH:10][C:11]4[C:16]([C:17]=3[C:4]=2[C:3](=[O:25])[NH:2]1)=[CH:15][CH:14]=[CH:13][CH:12]=4>Cl.O.CCO.C1(C)C=CC=CC=1.[Zn].Cl[Hg]Cl>[C:3]1(=[O:25])[CH:4]2[C:17]3[C:16]4[CH:15]=[CH:14][CH:13]=[CH:12][C:11]=4[NH:10][C:9]=3[CH2:8][C:7]3[NH:18][C:19]4[C:24]([C:6]=3[CH:5]2[C:1](=[O:26])[NH:2]1)=[CH:23][CH:22]=[CH:21][CH:20]=4. Reported procedure: 1.20 g (18.4 mmol) of Zn granules are washed with 2×3 ml of 2 N HCl, then immediately added to 90 mg (0.33 mmol) of HgCl2 in 1.5 ml of H2O and 1.5 ml of conc. HCl and the mixture is shaken at room temp. for 10 min. The aq. phase is decanted and the zinc amalgam is additionally washed with 2×3 ml of dil. HCl before it is added to a solution of 60.0 mg (0.18 mmol) of 1,2,3,8,9,10-hexahydroindolo[3′,2′:5,6]pyrrolo-[3′,4′:3,4]cyclohepta[b]indole-1,3-dione in 1.5 ml of 5 N HCl, 1.5 ml of EtOH and 1.5... The reactants are N1N=CC=CC2=C1C=CC=C2 (benzodiazepine), [K+].[Br-] (KBr), N1N=CC=CC2=C1C=CC=C2 (benzodiazepine), CCOC(=O)C (EtOAc), BrC=1C=CC2=C(C(=NCC=3N2C=NC3C(=O)OC(C)(C)C)C3=CC=CC=C3)C1 (t-Butyl 8-bromo-6-phenyl-4H-benzo[f]imidazo[1,5-a][1,4]diazepine-3-carboxylate), ( 15 ), ( 26 ). Product: C(C)OC(=O)C=1N=CN2C3=C(C(=NC(C12)C)C1=CC=CC=C1)C=C(C=C3)C#C (8-Ethynyl-4-methyl-6-phenyl-4H-2,5,10b-triaza-benzo[e]azulene-3-carboxylic acid ethyl ester). RXN SMILES: [K+].[Br-].Br[C:4]1[CH:5]=[CH:6][C:7]2[N:13]3[CH:14]=[N:15][C:16]([C:17]([O:19][C:20](C)(C)[CH3:21])=[O:18])=[C:12]3[CH2:11][N:10]=[C:9]([C:24]3[CH:29]=[CH:28][CH:27]=[CH:26][CH:25]=3)[C:8]=2[CH:30]=1.N1C2C=CC=CC=2C=[CH:34][CH:33]=N1.[CH3:42]COC(C)=O>>[CH2:20]([O:19][C:17]([C:16]1[N:15]=[CH:14][N:13]2[C:12]=1[CH:11]([CH3:42])[N:10]=[C:9]([C:24]1[CH:25]=[CH:26][CH:27]=[CH:28][CH:29]=1)[C:8]1[CH:30]=[C:4]([C:33]#[CH:34])[CH:5]=[CH:6][C:7]2=1)=[O:18])[CH3:21] |f:0.1|. Procedure: {1-[4-Bromo-2-(2-fluoro-benzoyl)-phenylcarbamoyl-ethyl}-carbamic acid tert-butyl ester 116. To a stirred solution of (2-amino-5-bromophenyl)-(2-fluoro-phenyl)-methanone (60 g, 204 mmol) 115 and the N-Boc-L-alanine 107 (38.59 g, 204 mmol) in CH2Cl2 (500 mL) was added dicyclohexylcarbodiimide (DCC) (42.09 g, 204 mmol) in CH2Cl2 (200 mL) dropwise, over a 30 min period at 0° C. The reaction mixture was allowed to stir an additional 8 h at rt. The dicyclohexyl urea which formed was filtered off and t... The reactants are Brc1cnc(C2CC2)nc1, CCO, Cc1ccccc1, CC(C)(C)OC(=O)N1CCc2cc(B3OC(C)(C)C(C)(C)O3)ccc2C1, CC(C)(C)OC(=O)N1CCc2cccc(B3OC(C)(C)C(C)(C)O3)c2C1, [Fe+2], [Na+], [Na+], O=C([O-])[O-], Cl[Pd]Cl, c1ccc(P(c2ccccc2)[c-]2cccc2)cc1, c1ccc(P(c2ccccc2)[c-]2cccc2)cc1. The product is CC(C)(C)OC(=O)N1CCc2cc(-c3cnc(C4CC4)nc3)ccc2C1. RXN SMILES: [Br:53][c:54]1[cH:55][n:56][c:57]([CH:60]2[CH2:61][CH2:62]2)[n:58][cH:59]1.[CH3:109][CH2:110][OH:111].[CH3:112][c:113]1[cH:114][cH:115][cH:116][cH:117][cH:118]1.[CH3:1][C:2]1([CH3:3])[C:4]([CH3:5])([CH3:6])[O:7][B:8]([c:9]2[cH:10][c:11]3[c:16]([cH:17][cH:18]2)[CH2:15][N:14]([C:19](=[O:20])[O:21][C:22]([CH3:23])([CH3:24])[CH3:25])[CH2:13][CH2:12]3)[O:26]1.[CH3:27][C:28]1([CH3:29])[C:30]([CH3:31])([CH3:32])[O:33][B:34]([c:35]2[cH:36][cH:37][cH:38][c:39]3[c:40]2[CH2:41][N:42]([C:43]([O:44][C:45]([CH3:46])([CH3:47])[CH3:48])=[O:49])[CH2:50][CH2:51]3)[O:52]1.[Fe+2:108].[Na+:63].[Na+:64].[O-:65][C:66](=[O:67])[O-:68].[Pd:69]([Cl:70])[Cl:71].[cH:72]1[cH:73][cH:74][c:75]([P:76]([c:77]2[cH:78][cH:79][cH:80][cH:81][cH:82]2)[c-:83]2[cH:84][cH:85][cH:86][cH:87]2)[cH:88][cH:89]1.[cH:90]1[cH:91][cH:92][c:93]([P:94]([c:95]2[cH:96][cH:97][cH:98][cH:99][cH:100]2)[c-:101]2[cH:102][cH:103][cH:104][cH:105]2)[cH:106][cH:107]1>>[c:9]1(-[c:54]2[cH:55][n:56][c:57]([CH:60]3[CH2:61][CH2:62]3)[n:58][cH:59]2)[cH:10][c:11]2[c:16]([cH:17][cH:18]1)[CH2:15][N:14]([C:19](=[O:20])[O:21][C:22]([CH3:23])([CH3:24])[CH3:25])[CH2:13][CH2:12]2. The reactants are COc1ccc(CNC(=O)C2(CCCCBr)c3ccccc3-c3ccccc32)cc1, COc1cccc(N2CCNCC2)n1. Product: COc1ccc(CNC(=O)C2(CCCCN3CCN(c4cccc(OC)n4)CC3)c3ccccc3-c3ccccc32)cc1. RXN SMILES: [CH3:15][O:16][c:17]1[cH:18][cH:19][c:20]([CH2:21][NH:22][C:23](=[O:24])[C:25]2([CH2:38][CH2:39][CH2:40][CH2:41][Br:42])[c:26]3[cH:27][cH:28][cH:29][cH:30][c:31]3-[c:32]3[cH:33][cH:34][cH:35][cH:36][c:37]32)[cH:43][cH:44]1.[CH3:1][O:2][c:3]1[cH:4][cH:5][cH:6][c:7]([N:9]2[CH2:10][CH2:11][NH:12][CH2:13][CH2:14]2)[n:8]1>>[CH3:1][O:2][c:3]1[cH:4][cH:5][cH:6][c:7]([N:9]2[CH2:10][CH2:11][N:12]([CH2:41][CH2:40][CH2:39][CH2:38][C:25]3([C:23]([NH:22][CH2:21][c:20]4[cH:19][cH:18][c:17]([O:16][CH3:15])[cH:44][cH:43]4)=[O:24])[c:26]4[cH:27][cH:28][cH:29][cH:30][c:31]4-[c:32]4[cH:33][cH:34][cH:35][cH:36][c:37]43)[CH2:13][CH2:14]2)[n:8]1. Starting materials: CC(C)(C)OC(=O)NC(COc1c(Br)cccc1[N+](=O)[O-])C(=O)O, O=C([O-])[O-], [Cs+], [Cs+], C1COCCO1, O, OB(O)c1ccccc1. Product: CC(C)(C)OC(=O)NC(COc1c(-c2ccccc2)cccc1[N+](=O)[O-])C(=O)O. Reaction SMILES: [Br:17][c:18]1[c:19]([O:27][CH2:28][CH:29]([NH:30][C:31](=[O:32])[O:33][C:34]([CH3:35])([CH3:36])[CH3:37])[C:38](=[O:39])[OH:40])[c:20]([N+:24](=[O:25])[O-:26])[cH:21][cH:22][cH:23]1.[C:10](=[O:11])([O-:12])[O-:13].[Cs+:14].[Cs+:15].[O:41]1[CH2:42][CH2:43][O:44][CH2:45][CH2:46]1.[OH2:16].[OH:1][B:2]([OH:3])[c:4]1[cH:5][cH:6][cH:7][cH:8][cH:9]1>>[c:4]1(-[c:18]2[c:19]([O:27][CH2:28][CH:29]([NH:30][C:31](=[O:32])[O:33][C:34]([CH3:35])([CH3:36])[CH3:37])[C:38](=[O:39])[OH:40])[c:20]([N+:24](=[O:25])[O-:26])[cH:21][cH:22][cH:23]2)[cH:5][cH:6][cH:7][cH:8][cH:9]1. Starting materials: C1CCC(CC1)N=C=NC2CCCCC2 (DCC), C(CCCC)(=O)O (pentanoic acid), C(CCCCCC)OC1=CC=C(C=C1)C1=C(C(=C(C=C1)CC(C)O)F)F (4'-heptyloxy-2,3-difluoro-4(2-hydroxypropyl) biphenyl), C(CCCCCC)OC1=CC=C(C=C1)C1=C(C(=CC=C1)F)F (4'-heptyloxy-2,3-difluorobiphenyl), C1C(C)O1 (propylene oxide). Reagents/catalysts: CN(C)C=1C=CN=CC1 (DMAP). The solvent is C(Cl)Cl (methylene chloride), C(Cl)Cl (methylene chloride). Reaction conditions: time 12 hour. Yields the product C(CCCCCC)OC1=CC=C(C=C1)C1=C(C(=C(C=C1)CC(C)OC(CCCC)=O)F)F (4'-heptyloxy-2,3-difluoro-4-(2-valeroyloxypropyl)biphenyl). RXN SMILES: C1CCC(N=C=NC2CCCCC2)CC1.[C:16]([OH:22])(=[O:21])[CH2:17][CH2:18][CH2:19][CH3:20].[CH2:23]([O:30][C:31]1[CH:36]=[CH:35][C:34]([C:37]2[CH:42]=[CH:41][C:40]([CH2:43][CH:44](O)[CH3:45])=[C:39]([F:47])[C:38]=2[F:48])=[CH:33][CH:32]=1)[CH2:24][CH2:25][CH2:26][CH2:27][CH2:28][CH3:29].C(OC1C=CC(C2C=CC=C(F)C=2F)=CC=1)CCCCCC.C1OC1C>C(Cl)Cl.CN(C1C=CN=CC=1)C>[CH2:23]([O:30][C:31]1[CH:36]=[CH:35][C:34]([C:37]2[CH:42]=[CH:41][C:40]([CH2:43][CH:44]([O:21][C:16](=[O:22])[CH2:17][CH2:18][CH2:19][CH3:20])[CH3:45])=[C:39]([F:47])[C:38]=2[F:48])=[CH:33][CH:32]=1)[CH2:24][CH2:25][CH2:26][CH2:27][CH2:28][CH3:29]. Reported procedure: At 0° C., 0.1 mol of DCC, dissolved in methylene chloride, is added with exclusion of moisture to a mixture of 0.1 mol of pentanoic acid, 0.1 mol of optically active 4'-heptyloxy-2,3-difluoro-4(2-hydroxypropyl) biphenyl [sic] (which can be prepared by customary metallation of 4'-heptyloxy-2,3-difluorobiphenyl and reaction with optically active propylene oxide) and a catalytic amount of DMAP in 200 ml of methylene chloride. When the addition is complete, the mixture is stirred at room temperature...